This data is from the Open Reaction Database (ORD), a public repository of structured organic reaction records. The task is: describe an organic reaction: reactants, conditions, products, and yield Starting materials: O=C([O-])O, CCCO, [Na+], CC(=O)C1CCC2C3CCC4CC5OC5CC4(C)C3CCC12C, O=S(=O)(O)O. Product: CCCOC1CC2(C)C(CCC3C2CCC2(C)C(C(C)=O)CCC32)CC1O. RXN SMILES: [C:29](=[O:30])([OH:31])[O-:32].[CH2:34]([CH2:35][CH3:36])[OH:37].[Na+:33].[O:1]1[CH:2]2[CH:3]1[CH2:4][CH:5]1[CH2:6][CH2:7][CH:8]3[CH:9]4[CH2:10][CH2:11][CH:12]([C:13]([CH3:14])=[O:15])[C:16]4([CH3:23])[CH2:17][CH2:18][CH:19]3[C:20]1([CH3:22])[CH2:21]2.[S:24](=[O:25])(=[O:26])([OH:27])[OH:28]>>[OH:1][CH:3]1[CH:2]([O:37][CH2:34][CH2:35][CH3:36])[CH2:21][C:20]2([CH3:22])[CH:5]([CH2:4]1)[CH2:6][CH2:7][CH:8]1[CH:9]3[CH2:10][CH2:11][CH:12]([C:13]([CH3:14])=[O:15])[C:16]3([CH3:23])[CH2:17][CH2:18][CH:19]12. The reactants are FC(C=1C=C(C=C(C1)C(F)(F)F)[C@@H](C)O[C@@H]1[C@H]([C@H]2[C@@H](CNC2)CO1)C1=C(C=C(C=C1)F)C)(F)F ((3aS,6R,7R,7aR)-6-{(1R)-1-[3,5-bis(trifluoromethyl)phenyl]ethoxy}-7-(4-fluoro-2-methylphenyl)octahydropyrano[3,4-c]pyrrole), C(C)(=O)OC(C)=O (acetic anhydride). The reagents and catalysts are CN(C)C=1C=CN=CC1 (DMAP). Run in N1=CC=CC=C1 (pyridine). Yields the product C(C)(=O)N1C[C@@H]2[C@@H](C1)[C@@H]([C@H](OC2)O[C@H](C)C2=CC(=CC(=C2)C(F)(F)F)C(F)(F)F)C2=C(C=C(C=C2)F)C ((3aS,6R,7R,7aR)-2-acetyl-6-{(1R)-1-[3,5-bis(Trifluoromethyl)phenyl]ethoxy}-7-(4-fluoro-2-methylphenyl)octahydropyrano[3,4-c]pyrrole). RXN SMILES: [F:1][C:2]([F:34])([F:33])[C:3]1[CH:4]=[C:5]([C@H:13]([O:15][C@H:16]2[O:24][CH2:23][C@@H:19]3[CH2:20][NH:21][CH2:22][C@H:18]3[C@@H:17]2[C:25]2[CH:30]=[CH:29][C:28]([F:31])=[CH:27][C:26]=2[CH3:32])[CH3:14])[CH:6]=[C:7]([C:9]([F:12])([F:11])[F:10])[CH:8]=1.[C:35](OC(=O)C)(=[O:37])[CH3:36]>CN(C1C=CN=CC=1)C.N1C=CC=CC=1>[C:35]([N:21]1[CH2:22][C@H:18]2[C@H:17]([C:25]3[CH:30]=[CH:29][C:28]([F:31])=[CH:27][C:26]=3[CH3:32])[C@@H:16]([O:15][C@@H:13]([C:5]3[CH:6]=[C:7]([C:9]([F:12])([F:10])[F:11])[CH:8]=[C:3]([C:2]([F:1])([F:33])[F:34])[CH:4]=3)[CH3:14])[O:24][CH2:23][C@@H:19]2[CH2:20]1)(=[O:37])[CH3:36]. Procedure details: A solution of (3aS,6R,7R,7aR)-6-{(1R)-1-[3,5-bis(trifluoromethyl)phenyl]ethoxy}-7-(4-fluoro-2-methylphenyl)octahydropyrano[3,4-c]pyrrole (29 mg, 0.059 mmol), DMAP (1 mg) and acetic anhydride (0.028 mL, 0.30 mmol) in 2 mL of pyridine was stirred at rt for 4 hr. Volatiles were removed and the crude was purified by reverse phase HPLC to afford the title compound. MS: (MH)+534. The reactants are CCN=C=O, Cl, CN(C(=O)N(C)C1CN(C(=O)C2CCC(N)CC2)CC1c1ccc(F)cc1)c1cc(C(F)(F)F)cc(C(F)(F)F)c1. Product: CCNC(=O)NC1CCC(C(=O)N2CC(c3ccc(F)cc3)C(N(C)C(=O)N(C)c3cc(C(F)(F)F)cc(C(F)(F)F)c3)C2)CC1. As a reaction SMILES: [CH2:43]([CH3:44])[N:45]=[C:46]=[O:47].[ClH:1].[NH2:2][CH:3]1[CH2:4][CH2:5][CH:6]([C:9](=[O:10])[N:11]2[CH2:12][CH:13]([N:23]([C:24](=[O:25])[N:26]([CH3:27])[c:28]3[cH:29][c:30]([C:38]([F:39])([F:40])[F:41])[cH:31][c:32]([C:34]([F:35])([F:36])[F:37])[cH:33]3)[CH3:42])[CH:14]([c:16]3[cH:17][cH:18][c:19]([F:22])[cH:20][cH:21]3)[CH2:15]2)[CH2:7][CH2:8]1>>[NH:2]([CH:3]1[CH2:4][CH2:5][CH:6]([C:9](=[O:10])[N:11]2[CH2:12][CH:13]([N:23]([C:24](=[O:25])[N:26]([CH3:27])[c:28]3[cH:29][c:30]([C:38]([F:39])([F:40])[F:41])[cH:31][c:32]([C:34]([F:35])([F:36])[F:37])[cH:33]3)[CH3:42])[CH:14]([c:16]3[cH:17][cH:18][c:19]([F:22])[cH:20][cH:21]3)[CH2:15]2)[CH2:7][CH2:8]1)[C:46]([NH:45][CH2:43][CH3:44])=[O:47]. The reactants are C(C)(=O)OCCN1C(=C(C(C=C1)=O)OCC1=CC=CC=C1)CC(C1=CC=CC=C1)OC(C)=O (acetic acid [1-(2-acetoxy-ethyl)-3-benzyloxy-4-oxo-1,4-dihydropyridin-2-yl-methyl]-phenyl-methyl ester). The reagents and catalysts are [Pd] (palladium on carbon). Solvent: O1CCCC1 (tetrahydrofuran). The product is C(C1=CC=CC=C1)C=1N(C=CC(C1O)=O)CCOC(C)=O (2-benzyl-3-hydroxy-1-(2-acetoxy-ethyl)-1H-pyridin-4-one). Reaction SMILES: [C:1]([O:4][CH2:5][CH2:6][N:7]1[CH:12]=[CH:11][C:10](=[O:13])[C:9]([O:14]CC2C=CC=CC=2)=[C:8]1[CH2:22][CH:23](OC(=O)C)[C:24]1[CH:29]=[CH:28][CH:27]=[CH:26]C=1)(=[O:3])[CH3:2]>O1CCCC1.[Pd]>[CH2:22]([C:8]1[N:7]([CH2:6][CH2:5][O:4][C:1](=[O:3])[CH3:2])[CH:12]=[CH:11][C:10](=[O:13])[C:9]=1[OH:14])[C:23]1[CH:24]=[CH:29][CH:28]=[CH:27][CH:26]=1. Procedure details: 2.2 g of acetic acid [1-(2-acetoxy-ethyl)-3-benzyloxy-4-oxo-1,4-dihydropyridin-2-yl-methyl]-phenyl-methyl ester are hydrogenareal in 50 ml of tetrahydrofuran over 0.5 g of palladium on carbon (5%) under normal pressure and at a temperature of 50° C. until 2 mol of H2 per mol of starting material have been taken up. The catalyst is removed by filtration and the flitrate is concentrated by evaporation using a rotary evaporator. Recrystallisation from tetrahydrofuran yields 2-benzyl-3-hydroxy-1-(2-... The reactants are F (hydrogen fluoride), compound ( I ), [N+](=O)([O-])C1=C(C=CC(=C1)Cl)CC(=O)OC (methyl 2-(2-nitro-4-chlorophenyl)acetate), [PH2](=O)[O-].[Na+] (sodium hypophosphite), F (hydrogen fluoride), compound ( I ), compound ( I ), F (hydrogen fluoride), F (hydrogen fluoride), C([O-])([O-])=O.[Na+].[Na+] (sodium carbonate). Reagents/catalysts: [Pd] (palladium on carbon). Solvent: N1=CC=CC=C1.F (hydrogen fluoride-pyridine), N1=CC=CC=C1.F (hydrogen fluoride-pyridine), compound ( I ), N1=CC=CC=C1 (pyridine), O (water), N1=CC=CC=C1.F (hydrogen fluoride-pyridine). Reaction conditions: time 3.5 hour. The product is NC1=C(C=C(C(=C1)Cl)F)CC(=O)OC (methyl (2-amino-4-chloro-5-fluorophenyl)acetate). Reaction SMILES: [N+:1]([C:4]1[CH:9]=[C:8]([Cl:10])[CH:7]=[CH:6][C:5]=1[CH2:11][C:12]([O:14][CH3:15])=[O:13])([O-])=O.[PH2]([O-])=O.[Na+].[FH:20].C(=O)([O-])[O-].[Na+].[Na+]>[Pd].N1C=CC=CC=1.F.N1C=CC=CC=1.O>[NH2:1][C:4]1[CH:9]=[C:8]([Cl:10])[C:7]([F:20])=[CH:6][C:5]=1[CH2:11][C:12]([O:14][CH3:15])=[O:13] |f:1.2,4.5.6,8.9|. Procedure: The starting compound (I) in Scheme 1 is readily prepared from methyl 2-(2-nitro-4-chlorophenyl)acetate, 5% palladium on carbon, sodium hypophosphite and water, pursuant to the reactions described by Johnstone, et al., Tetrahedron 34, 213, (1978). In step [a] compound (I) is reacted with either hydrogen fluoride-pyridine or anhydrous hydrogen fluoride. In the case of hydrogen fluoride-pyridine, compound (I) is dissolved in a minimum amount of pyridine and added to an ice-bath cooled solution of ... Starting materials: O=C1CC(CC1)N1C(C2=CC=CC=C2C1=O)=O ((±)-2-(3-oxo-cyclopentyl)-isoindole-1,3-dione), Cl.C(#N)C1=CC=C(C=C1)NN (4-cyanophenylhydrazine-HCl). Run in CC(=O)O (HOAc), O1CCOCC1.Cl (HCl dioxane), O (water), O1CCOCC1.Cl (HCl dioxane). The product is O=C1N(C(C2=CC=CC=C12)=O)C1CC2=C(NC=3C=CC(=CC23)C#N)C1 ((±)-2-(1,3-Dioxo-1,3-dihydro-isoindol-2-yl)-1,2,3,4-tetrahydro-cyclopenta[b]indole-7-carbonitrile). Yield: 66.4%. RXN SMILES: O=[C:2]1[CH2:6][CH2:5][CH:4]([N:7]2[C:15](=[O:16])[C:14]3[C:9](=[CH:10][CH:11]=[CH:12][CH:13]=3)[C:8]2=[O:17])[CH2:3]1.Cl.[C:19]([C:21]1[CH:26]=[CH:25][C:24]([NH:27]N)=[CH:23][CH:22]=1)#[N:20]>CC(O)=O.O1CCOCC1.Cl.O>[O:17]=[C:8]1[C:9]2[C:14](=[CH:13][CH:12]=[CH:11][CH:10]=2)[C:15](=[O:16])[N:7]1[CH:4]1[CH2:5][C:6]2[NH:27][C:24]3[CH:23]=[CH:22][C:21]([C:19]#[N:20])=[CH:26][C:25]=3[C:2]=2[CH2:3]1 |f:1.2,4.5|. Reported procedure: Mix (±)-2-(3-oxo-cyclopentyl)-isoindole-1,3-dione (12.7 g, 55.3 mmol) and 4-cyanophenylhydrazine-HCl (8.53 g, 50.3 mmol) in HOAc (200 mL) and 4N HCl dioxane (50 mL). Using mechanical stirring, heat the reaction to 90° C. for 18 h, then add additional 4N HCl dioxane (20 mL). Heat the reaction to 100° C. for 18 h. Dilute the reaction mixture with water (600 mL) and collect a black solid by vacuum filtration. Sonicate the solid with MeOH (200 mL), then collect and dry in a vacuum oven to give 10.94... The reactants are C(C)OC(=O)C=1N=C2N(C=C(C=C2)N2N=CC=C2)C1 (6-pyrazol-1-yl-imidazo[1,2-a]pyridine-2-carboxylic acid ethyl ester). Solvent: Cl (HCl). Run at temperature 100 celsius, time 2 hour. Yields the product N1(N=CC=C1)C=1C=CC=2N(C1)C=C(N2)C(=O)O (6-pyrazol-1-yl-imidazo[1,2-a]pyridine-2-carboxylic acid). Isolated yield 58.7%. Reaction SMILES: C([O:3][C:4]([C:6]1[N:7]=[C:8]2[CH:13]=[CH:12][C:11]([N:14]3[CH:18]=[CH:17][CH:16]=[N:15]3)=[CH:10][N:9]2[CH:19]=1)=[O:5])C>Cl>[N:14]1([C:11]2[CH:12]=[CH:13][C:8]3[N:9]([CH:19]=[C:6]([C:4]([OH:5])=[O:3])[N:7]=3)[CH:10]=2)[CH:18]=[CH:17][CH:16]=[N:15]1. Procedure details: A mixture of sulfuric acid (0.5 mL), acetic acid (12 mL) and water (2 mL) was added to a reaction flask containing 2-aminopyridine (2.0 g, 21.26 mmol) and the solution was stirred for 5 minutes. NaIO4 (1.81 g, 8.5 mmol) followed by 12 (2.16 g, 8.5 mmol) was added into the reaction flask and stirred at 80° C. for 4 hrs. The reaction mixture was cooled to ambient temperature, diluted with cold water, basified with 20% aqueous KOH solution and extracted with DCM. The organic layer was washed with b... Reactants: solution, C(C)(C)(C)OC(=O)N1CC2=CC(=C(C=C2C1)C(F)(F)F)C=C (5-trifluoromethyl-6-vinyl-1,3-dihydro-isoindole-2-carboxylic acid tert-butyl ester). Reagents/catalysts: [Pd] (palladium on charcoal). The solvent is CO (methanol). Reaction conditions: time 72 hour. The product is C(C)(C)(C)OC(=O)N1CC2=CC(=C(C=C2C1)CC)C(F)(F)F (5-Ethyl-6-trifluoromethyl-1,3-dihydro-isoindole-2-carboxylic acid tert-butyl ester). The yield is 20.0%. RXN SMILES: [C:1]([O:5][C:6]([N:8]1[CH2:16][C:15]2[C:10](=[CH:11][C:12]([CH:21]=[CH2:22])=[C:13]([C:17]([F:20])([F:19])[F:18])[CH:14]=2)[CH2:9]1)=[O:7])([CH3:4])([CH3:3])[CH3:2]>CO.[Pd]>[C:1]([O:5][C:6]([N:8]1[CH2:9][C:10]2[C:15](=[CH:14][C:13]([C:17]([F:20])([F:18])[F:19])=[C:12]([CH2:21][CH3:22])[CH:11]=2)[CH2:16]1)=[O:7])([CH3:2])([CH3:3])[CH3:4]. Procedure details: To a stirred solution 0.54 mmol 5-trifluoromethyl-6-vinyl-1,3-dihydro-isoindole-2-carboxylic acid tert-butyl ester in 50 ml methanol was added 50 mg 10% palladium on charcoal and the mixture was stirred under an atmosphere of hydrogen (0.6 bar positive pressure) for 72 h. The reaction mixture was then filtered and the filtrate was concentrated in vacuo. The residue was purified by chromatography (SiO2, heptane/ethyl acetate) to yield the title compound as a white solid (20% yield). MS (m/e): 260... Product: [N+](=O)([O-])C=1N=C2O[C@H](CCN2C1)COC1=CC=C(C=C1)N1CCC(CC1)NC1=CC=C(C=C1)OC(F)(F)F (N-{1-[4-((R)-2-nitro-6,7-dihydro-5H-imidazo[2,1-b][1,3]oxazin-7-ylmethoxy)phenyl]piperidin-4-yl}-N-(4-trifluoromethoxyphenyl)amine). The solvent is C(C)(=O)O (acetic acid), ClCCCl (1,2-dichloroethane). Reactants: C(O)([O-])=O.[Na+] (sodium hydrogen carbonate), C(C)(=O)O[BH-](OC(C)=O)OC(C)=O.[Na+] (sodium triacetoxyborohydride), FC(OC1=CC=C(N)C=C1)(F)F (4-(Trifluoromethoxy)aniline), [N+](=O)([O-])C=1N=C2O[C@H](CCN2C1)COC1=CC=C(C=C1)N1CCC(CC1)=O (1-[4-((R)-2-nitro-6,7-dihydro-5H-imidazo[2,1-b][1,3]oxazin-7-ylmethoxy)phenyl]piperidin-4-one). RXN SMILES: [F:1][C:2]([F:12])([F:11])[O:3][C:4]1[CH:10]=[CH:9][C:7]([NH2:8])=[CH:6][CH:5]=1.[N+:13]([C:16]1[N:17]=[C:18]2[N:23]([CH:24]=1)[CH2:22][CH2:21][C@H:20]([CH2:25][O:26][C:27]1[CH:32]=[CH:31][C:30]([N:33]3[CH2:38][CH2:37][C:36](=O)[CH2:35][CH2:34]3)=[CH:29][CH:28]=1)[O:19]2)([O-:15])=[O:14].C(O[BH-](OC(=O)C)OC(=O)C)(=O)C.[Na+].C(=O)([O-])O.[Na+]>C(O)(=O)C.ClCCCl>[N+:13]([C:16]1[N:17]=[C:18]2[N:23]([CH:24]=1)[CH2:22][CH2:21][C@H:20]([CH2:25][O:26][C:27]1[CH:32]=[CH:31][C:30]([N:33]3[CH2:38][CH2:37][CH:36]([NH:8][C:7]4[CH:9]=[CH:10][C:4]([O:3][C:2]([F:11])([F:12])[F:1])=[CH:5][CH:6]=4)[CH2:35][CH2:34]3)=[CH:29][CH:28]=1)[O:19]2)([O-:15])=[O:14] |f:2.3,4.5|. Procedure details: 4-(Trifluoromethoxy)aniline (1.271 ml) was added to a 1,2-dichloroethane solution (50 ml) of 1-[4-((R)-2-nitro-6,7-dihydro-5H-imidazo[2,1-b][1,3]oxazin-7-ylmethoxy)phenyl]piperidin-4-one (2.5 g). Subsequently, sodium triacetoxyborohydride (1.992 g) and acetic acid (0.538 ml) were added thereto and the mixture was stirred at room temperature for 21 hours. A saturated sodium hydrogen carbonate aqueous solution was added to the reaction mixture, followed by extraction with methylene chloride. The o... Reaction conditions: time 21 hour. Starting materials: C([O-])([O-])=O.[K+].[K+] (Potassium carbonate), FC1=C(C(=CC=C1)F)C1=NNC=C1 (3-(2,6-difluorophenyl)-pyrazole), BrCC(=O)OCC=C (allyl 2-bromoacetate). The solvent is C(C)#N (acetonitrile). Yields the product FC1=C(C(=CC=C1)F)C1=NN(C=C1)CC(=O)OCC=C (allyl 2-(3-(2,6-difluorophenyl)pyrazol-1-yl)acetate). Isolated yield 97.1%. As a reaction SMILES: C(=O)([O-])[O-].[K+].[K+].[F:7][C:8]1[CH:13]=[CH:12][CH:11]=[C:10]([F:14])[C:9]=1[C:15]1[CH:19]=[CH:18][NH:17][N:16]=1.Br[CH2:21][C:22]([O:24][CH2:25][CH:26]=[CH2:27])=[O:23]>C(#N)C>[F:7][C:8]1[CH:13]=[CH:12][CH:11]=[C:10]([F:14])[C:9]=1[C:15]1[CH:19]=[CH:18][N:17]([CH2:21][C:22]([O:24][CH2:25][CH:26]=[CH2:27])=[O:23])[N:16]=1 |f:0.1.2|. Reported procedure: Potassium carbonate (1.53 g) was added to an acetonitrile (10 mL) solution of 3-(2,6-difluorophenyl)-pyrazole (1 g) and allyl 2-bromoacetate (1.49 g), and refluxed for 3 hours. The resulting product was extracted with acetate and diluted hydrochloric acid added thereto at room temperature. The organic layer was dried over anhydrous magnesium sulfate and concentrated, and the resulting concentrate was purified through silica gel column chromatography (chloroform) to obtain allyl 2-(3-(2,6-difluor...